Dataset: the Open Reaction Database (ORD), a public repository of structured organic reaction records. Task: describe an organic reaction: reactants, conditions, products, and yield Starting materials: N1(CCCC1)C(CCO)C (3-pyrrolidin-1-yl-butan-1-ol), [N+](=O)([O-])C1=CC=C(C=C1)F (4-nitrofluorobenzene). The product is N1(CCCC1)C(CCOC1=CC=C(N)C=C1)C (4-(3-pyrrolidin-1-yl-butoxy)aniline). As a reaction SMILES: [N:1]1([CH:6]([CH3:10])[CH2:7][CH2:8][OH:9])[CH2:5][CH2:4][CH2:3][CH2:2]1.[N+:11]([C:14]1[CH:19]=[CH:18][C:17](F)=[CH:16][CH:15]=1)([O-])=O>>[N:1]1([CH:6]([CH3:10])[CH2:7][CH2:8][O:9][C:17]2[CH:18]=[CH:19][C:14]([NH2:11])=[CH:15][CH:16]=2)[CH2:5][CH2:4][CH2:3][CH2:2]1. Procedure details: The target compound was obtained by the method according to Example 18, using 3-pyrrolidin-1-yl-butan-1-ol (racemic mixture) manufactured by the method described in the literature (J. Org. Chem., 1949, Vol. 14, p. 862) and 4-nitrofluorobenzene as starting materials. Reactants: BrC1=CC=C(C=C1)OCCCCCCOC1OCCCC1 (4-bromo-1-[6-(tetrahydropyran-2-yloxy)hexyloxy]benzene), CC(C)(C#C)O (2-methyl-3-butyn-2-ol). Reagents/catalysts: [Cu]I (copper (I) iodide), Cl[Pd]([P](C1=CC=CC=C1)(C2=CC=CC=C2)C3=CC=CC=C3)([P](C4=CC=CC=C4)(C5=CC=CC=C5)C6=CC=CC=C6)Cl (bis(triphenylphosphine)palladium dichloride), C1(=CC=CC=C1)P(C1=CC=CC=C1)C1=CC=CC=C1 (triphenylphosphine). Solvent: C(C)N(CC)CC (triethylamine). Product: O1C(CCCC1)OCCCCCCOC1=CC=C(C=C1)C#C (4-[6-(tetrahydropyran-2-yloxy)hexyloxy]phenylacetylene). Yield: 72.5%. As a reaction SMILES: Br[C:2]1[CH:7]=[CH:6][C:5]([O:8][CH2:9][CH2:10][CH2:11][CH2:12][CH2:13][CH2:14][O:15][CH:16]2[CH2:21][CH2:20][CH2:19][CH2:18][O:17]2)=[CH:4][CH:3]=1.[CH3:22][C:23](O)(C#C)C>C(N(CC)CC)C.[Cu]I.Cl[Pd](Cl)([P](C1C=CC=CC=1)(C1C=CC=CC=1)C1C=CC=CC=1)[P](C1C=CC=CC=1)(C1C=CC=CC=1)C1C=CC=CC=1.C1(P(C2C=CC=CC=2)C2C=CC=CC=2)C=CC=CC=1>[O:17]1[CH2:18][CH2:19][CH2:20][CH2:21][CH:16]1[O:15][CH2:14][CH2:13][CH2:12][CH2:11][CH2:10][CH2:9][O:8][C:5]1[CH:6]=[CH:7][C:2]([C:22]#[CH:23])=[CH:3][CH:4]=1 |^1:39,58|. Reported procedure: A degassed mixture of 4-bromo-1-[6-(tetrahydropyran-2-yloxy)hexyloxy]benzene (20 g), 2-methyl-3-butyn-2-ol (18.85 g), triphenylphosphine (TPP, 0.59 g), copper (I) iodide (0.11 g) and bis(triphenylphosphine)palladium dichloride (0.40 g) in 200 ml of triethylamine was refluxed for 4 hours under an atmosphere of argon. After being cooled the reaction mixture was filtered over celite to give a yellowish solution which was evaporated to dryness. The resulting yellow oil was dissolved in 200 ml of a t... Product: N(N)C1=NC(CC2=CC=CC=C12)C (1-hydrazino-3-methyl-3,4-dihydroisoquinoline). RXN SMILES: C(O[C:4]1[C:13]2[C:8](=[CH:9][CH:10]=[CH:11][CH:12]=2)[CH2:7][CH:6]([CH3:14])[N:5]=1)C.[NH2:15][NH2:16]>>[NH:15]([C:4]1[C:13]2[C:8](=[CH:9][CH:10]=[CH:11][CH:12]=2)[CH2:7][CH:6]([CH3:14])[N:5]=1)[NH2:16]. Reported procedure: The reaction between 1-ethoxy-3-methyl-3,4-dihydroisoquinoline and hydrazine, which produced 1-hydrazino-3-methyl-3,4-dihydroisoquinoline, also produced a dimer, recrystallization of which from methanol-ethanol afforded 1,1'-azinobis(3-methyl-1,2,3,4-tetrahydroisoquinoline) (II: Y=CH3, Y' =Z=Z' =H) (2.2 g., m.p. 168°-171° C.). Starting materials: C(C)OC1=NC(CC2=CC=CC=C12)C (1-ethoxy-3-methyl-3,4-dihydroisoquinoline), NN (hydrazine). Starting materials: C(C)(C)(C)OC(=O)N1CC=2N=CN=C(C2C1C)OC=1C=C2C=CN(C2=CC1)C(NC1=CC(=CC=C1)C(F)(F)F)=O (5-methyl-4-[1-(3-trifluoromethyl-phenylcarbamoyl)-1H-indol-5-yloxy]-5,7-dihydro-pyrrolo[3,4-d]pyrimidine-6-carboxylic acid tert-butyl ester), C(=O)(C(F)(F)F)O (TFA). Solvent: C(Cl)Cl (DCM). Product: FC(C=1C=C(C=CC1)NC(=O)N1C=CC2=CC(=CC=C12)OC=1C2=C(N=CN1)CNC2C)(F)F (racemic 5-(5-Methyl-6,7-dihydro-5H-pyrrolo[3,4-d]pyrimidin-4-yloxy)-indole-1-carboxylic acid (3-trifluoromethyl-phenyl)-amide). Reaction SMILES: C(OC([N:8]1[CH:16]([CH3:17])[C:15]2[C:14]([O:18][C:19]3[CH:20]=[C:21]4[C:25](=[CH:26][CH:27]=3)[N:24]([C:28](=[O:40])[NH:29][C:30]3[CH:35]=[CH:34][CH:33]=[C:32]([C:36]([F:39])([F:38])[F:37])[CH:31]=3)[CH:23]=[CH:22]4)=[N:13][CH:12]=[N:11][C:10]=2[CH2:9]1)=O)(C)(C)C.C(O)(C(F)(F)F)=O>C(Cl)Cl>[F:39][C:36]([F:37])([F:38])[C:32]1[CH:31]=[C:30]([NH:29][C:28]([N:24]2[C:25]3[C:21](=[CH:20][C:19]([O:18][C:14]4[C:15]5[CH:16]([CH3:17])[NH:8][CH2:9][C:10]=5[N:11]=[CH:12][N:13]=4)=[CH:27][CH:26]=3)[CH:22]=[CH:23]2)=[O:40])[CH:35]=[CH:34][CH:33]=1. Procedure details: To a solution of 5-methyl-4-[1-(3-trifluoromethyl-phenylcarbamoyl)-1H-indol-5-yloxy]-5,7-dihydro-pyrrolo[3,4-d]pyrimidine-6-carboxylic acid tert-butyl ester in DCM (20 mL), TFA (20 ml, 134 mmol) is added at 0° C. After 30 min the reaction is warmed to rt. At this point, the reaction is evaporated and the crude product is dissolved in EtOAc. A Few drops of NH4OH are added to freebase the amine and the whole mixture is then evaporated. The crude product is added to a silica gel column and is elute... Starting materials: COc1ccc(Cn2ncc(SC(F)(Cl)Cl)c2N)cc1, CC(C)(C)ON=O, C1CCOC1, O. The product is COc1ccc(Cn2cc(SC(F)(Cl)Cl)cn2)cc1. As a reaction SMILES: [Cl:1][C:2]([S:3][c:4]1[cH:5][n:6][n:7]([CH2:10][c:11]2[cH:12][cH:13][c:14]([O:17][CH3:18])[cH:15][cH:16]2)[c:8]1[NH2:9])([F:19])[Cl:20].[N:26]([O:27][C:28]([CH3:29])([CH3:30])[CH3:31])=[O:32].[O:21]1[CH2:22][CH2:23][CH2:24][CH2:25]1.[OH2:33]>>[Cl:1][C:2]([S:3][c:4]1[cH:5][n:6][n:7]([CH2:10][c:11]2[cH:12][cH:13][c:14]([O:17][CH3:18])[cH:15][cH:16]2)[cH:8]1)([F:19])[Cl:20].